From a dataset of the Open Reaction Database (ORD), a public repository of structured organic reaction records. describe an organic reaction: reactants, conditions, products, and yield Starting materials: Cl (hydrochloric acid), O (water), [OH-].[Na+] (NaOH), C(C)OC(C1=CC(=C(C(=C1)OCC)OCC)OCCC1=C(C=C(C=C1)Cl)Cl)=O (3-[2-(2,4-Dichlorophenyl)-ethoxy]-4,5-diethoxy-benzoic acid ethyl ester). Solvent: O1CCOCC1 (dioxan). Run at temperature 60 celsius, time 16 hour. The product is ClC1=C(C=CC(=C1)Cl)CCOC=1C=C(C(=O)O)C=C(C1OCC)OCC (3-[2-(2,4-Dichlorophenyl)-ethoxy]-4,5-diethoxy-benzoic acid). RXN SMILES: C([O:3][C:4](=[O:28])[C:5]1[CH:10]=[C:9]([O:11][CH2:12][CH3:13])[C:8]([O:14][CH2:15][CH3:16])=[C:7]([O:17][CH2:18][CH2:19][C:20]2[CH:25]=[CH:24][C:23]([Cl:26])=[CH:22][C:21]=2[Cl:27])[CH:6]=1)C.O.[OH-].[Na+].Cl>O1CCOCC1>[Cl:27][C:21]1[CH:22]=[C:23]([Cl:26])[CH:24]=[CH:25][C:20]=1[CH2:19][CH2:18][O:17][C:7]1[CH:6]=[C:5]([CH:10]=[C:9]([O:11][CH2:12][CH3:13])[C:8]=1[O:14][CH2:15][CH3:16])[C:4]([OH:28])=[O:3] |f:2.3|. Procedure details: 0.66 g (1.54 mmol) of 3-[2-(2,4-Dichlorophenyl)-ethoxy]-4,5-diethoxy-benzoic acid ethyl ester was dissolved in 6 ml of dioxan. 5 ml of water and 2N aqueous NaOH was added to the solution to give a pH of 13. The reaction solution was heated at 60° C. for 4 h and stirred at room temperature for 16 h. The reaction solution was cooled to 0° C. and concentrated hydrochloric acid was added to give a pH of 1-2, whereupon the product precipitated from solution. The suspension was stirred for 30 min, the... Reactants: NC(=O)c1ccc2ccn3cccc3c(=O)c2c1, O=N[O-], [Na+], O, O=S(=O)(O)O. The product is O=C(O)c1ccc2ccn3cccc3c(=O)c2c1. Reaction SMILES: [C:1]([NH2:2])(=[O:3])[c:4]1[cH:5][c:6]2[c:7]([cH:8][cH:9][n:10]3[c:11]([c:12]2=[O:13])[cH:14][cH:15][cH:16]3)[cH:17][cH:18]1.[N:24]([O-:25])=[O:26].[Na+:27].[OH2:28].[S:19]([OH:20])(=[O:21])(=[O:22])[OH:23]>>[C:1](=[O:3])([c:4]1[cH:5][c:6]2[c:7]([cH:8][cH:9][n:10]3[c:11]([c:12]2=[O:13])[cH:14][cH:15][cH:16]3)[cH:17][cH:18]1)[OH:20]. Reactants: C(C(=O)Cl)(=O)Cl (oxalyl chloride), N1=C(C=CC=C1C)C (2,6-lutidine), CC1(CNC(C=2N1C=1C=C(C=CC1C2)C(=O)O)=O)C (4,4-dimethyl-1-oxo-1,2,3,4-tetrahydro-pyrazino[1,2-a]indole-7-carboxylic acid), NC=1SC=CN1 (2-aminothiazole). The reagents and catalysts are CN(C)C=O (DMF). Run in C(Cl)Cl.C1CCOC1 (CH2Cl2 THF), C1CCOC1 (THF). Conditions: time 1 hour. The product is S1C(=NC=C1)NC(=O)C=1C=CC=2C=C3N(C2C1)C(CNC3=O)(C)C (4,4-dimethyl-1-oxo-1,2,3,4-tetrahydro-pyrazino[1,2-a]indole-7-carboxylic acid thiazol-2-ylamide). Isolated yield 53.7%. Reaction SMILES: [CH3:1][C:2]1([CH3:19])[N:7]2[C:8]3[CH:9]=[C:10]([C:15](O)=[O:16])[CH:11]=[CH:12][C:13]=3[CH:14]=[C:6]2[C:5](=[O:18])[NH:4][CH2:3]1.C(Cl)(=O)C(Cl)=O.[NH2:26][C:27]1[S:28][CH:29]=[CH:30][N:31]=1.N1C(C)=CC=CC=1C>CN(C=O)C.C1COCC1.C(Cl)Cl.C1COCC1>[S:28]1[CH:29]=[CH:30][N:31]=[C:27]1[NH:26][C:15]([C:10]1[CH:11]=[CH:12][C:13]2[CH:14]=[C:6]3[C:5](=[O:18])[NH:4][CH2:3][C:2]([CH3:1])([CH3:19])[N:7]3[C:8]=2[CH:9]=1)=[O:16] |f:6.7|. Procedure details: To a suspension of 24 mg (0.093 mmol) of 4,4-dimethyl-1-oxo-1,2,3,4-tetrahydro-pyrazino[1,2-a]indole-7-carboxylic acid in 2:1 CH2Cl2/THF (3 mL) was added 16 μL (0.19 mmol) oxalyl chloride followed by two drops of 10% DMF in THF. After stirring for 1 h, the mixture was concentrated and 1 mL of CH2Cl2 was added followed by 19 mg (0.19 mmol) of 2-aminothiazole and 22 μL (0.19 mmol) of 2,6-lutidine. The mixture was stirred overnight, concentrated, and chromatographed (0-8% MeOH in CH2Cl2) to provide... Starting materials: NC1=NN(CC1)C1=CC(=CC=C1)C(C)(C)C (3-Amino-1-(3-t-butylphenyl)-2-pyrazoline), C(C1=CC=CC=C1)=O (benzaldehyde). The reagents and catalysts are C(C)(=O)O (acetic acid). Run in CO (methanol). Run at time 4 hour. The product is C(C1=CC=CC=C1)=NC1=NN(CC1)C1=CC(=CC=C1)C(C)(C)C (3-benzylideneamino-1-(3-t-butylphenyl)-2-pyrazoline). As a reaction SMILES: [NH2:1][C:2]1[CH2:6][CH2:5][N:4]([C:7]2[CH:12]=[CH:11][CH:10]=[C:9]([C:13]([CH3:16])([CH3:15])[CH3:14])[CH:8]=2)[N:3]=1.[CH:17](=O)[C:18]1[CH:23]=[CH:22][CH:21]=[CH:20][CH:19]=1>C(O)(=O)C.CO>[CH:17](=[N:1][C:2]1[CH2:6][CH2:5][N:4]([C:7]2[CH:12]=[CH:11][CH:10]=[C:9]([C:13]([CH3:16])([CH3:15])[CH3:14])[CH:8]=2)[N:3]=1)[C:18]1[CH:23]=[CH:22][CH:21]=[CH:20][CH:19]=1. Procedure details: 3-Amino-1-(3-t-butylphenyl)-2-pyrazoline (500 mg) was reacted with benzaldehyde (500 mg) in boiling methanol (5 ml) in the presence of glacial acetic acid (1 drop). After some 4 hours, the mixture was cooled and 3-benzylideneamino-1-(3-t-butylphenyl)-2-pyrazoline separated in crystals m.p. 140°-141°, (yield 500 mg). Starting materials: BrC1=NC=C(C=C1)C(=O)NC1=CC(=C(C=C1)OC)N1CCN(CC1)C (2-Bromo-N-[4-methoxy-3-(4-methyl-1-piperazinyl)phenyl]pyridine-5-carboxamide), N1=CC=C(C=C1)B(O)O (4-pyridylboronic acid), C([O-])([O-])=O.[Na+].[Na+] (sodium carbonate), C(=O)([O-])[O-].[Na+].[Na+] (Na2CO3). The reagents and catalysts are C=1C=CC(=CC1)[P](C=2C=CC=CC2)(C=3C=CC=CC3)[Pd]([P](C=4C=CC=CC4)(C=5C=CC=CC5)C=6C=CC=CC6)([P](C=7C=CC=CC7)(C=8C=CC=CC8)C=9C=CC=CC9)[P](C=1C=CC=CC1)(C=1C=CC=CC1)C=1C=CC=CC1 (tetrakis(triphenylphosphine)palladium(0)). The solvent is O (water), COCCOC (DME). Product: COC1=C(C=C(C=C1)NC(=O)C=1C=CC(=NC1)C1=CC=NC=C1)N1CCN(CC1)C (N-[4-methoxy-3-(4-methyl-1-piperazinyl)phenyl]-2-(4-pyridyl)pyridine-5-carboxamide). As a reaction SMILES: Br[C:2]1[CH:7]=[CH:6][C:5]([C:8]([NH:10][C:11]2[CH:16]=[CH:15][C:14]([O:17][CH3:18])=[C:13]([N:19]3[CH2:24][CH2:23][N:22]([CH3:25])[CH2:21][CH2:20]3)[CH:12]=2)=[O:9])=[CH:4][N:3]=1.[N:26]1[CH:31]=[CH:30][C:29](B(O)O)=[CH:28][CH:27]=1.C(=O)([O-])[O-].[Na+].[Na+]>O.COCCOC.C1C=CC([P]([Pd]([P](C2C=CC=CC=2)(C2C=CC=CC=2)C2C=CC=CC=2)([P](C2C=CC=CC=2)(C2C=CC=CC=2)C2C=CC=CC=2)[P](C2C=CC=CC=2)(C2C=CC=CC=2)C2C=CC=CC=2)(C2C=CC=CC=2)C2C=CC=CC=2)=CC=1>[CH3:18][O:17][C:14]1[CH:15]=[CH:16][C:11]([NH:10][C:8]([C:5]2[CH:6]=[CH:7][C:2]([C:29]3[CH:30]=[CH:31][N:26]=[CH:27][CH:28]=3)=[N:3][CH:4]=2)=[O:9])=[CH:12][C:13]=1[N:19]1[CH2:24][CH2:23][N:22]([CH3:25])[CH2:21][CH2:20]1 |f:2.3.4,^1:51,53,72,91|. Procedure: 2-Bromo-N-[4-methoxy-3-(4-methyl-1-piperazinyl)phenyl]pyridine-5-carboxamide (0.125 g;0.31 mmol) was stirred with 4-pyridylboronic acid (0.038 g;0.31 mmol), tetrakis(triphenylphosphine)palladium(0) (0.024 g) and anhydrous sodium carbonate (0.036 g;0.34 mmol) in water (5 ml) and DME (5 ml) and the whole heated at reflux under Ar (18 hours). The reaction mixture was poured into 10% Na2CO3 (aq) (20 ml) and extracted into CHCl3. The organic extracts were combined, dried over Na2 SO4, filtered and th...